From a dataset of the Open Reaction Database (ORD), a public repository of structured organic reaction records. describe an organic reaction: reactants, conditions, products, and yield Starting materials: ClC1=CC=C(S1)C1=NC(=C(C(=N1)NC1=CC=C(C=C1)C/C(/NO)=N\C(OC1=CC=CC=C1)=O)CC)C (Phenyl (NE)-N-[2-[4-[[2-(5-chloro-2-thienyl)-5-ethyl-6-methyl-pyrimidin-4-yl]amino]phenyl]-1-(hydroxyamino)ethylidene)carbamate). The solvent is C1(=CC=CC=C1)C (toluene). Product: ClC1=CC=C(S1)C1=NC(=C(C(=N1)NC1=CC=C(C=C1)CC1=NOC(N1)=O)CC)C (3-[[4-[[2-(5-Chloro-2-thienyl)-5-ethyl-6-methyl-pyrimidin-4-yl]amino]phenyl]methyl]-4H-1,2,4-oxadiazol-5-one). Isolated yield 24.9%. RXN SMILES: [Cl:1][C:2]1[S:6][C:5]([C:7]2[N:12]=[C:11]([NH:13][C:14]3[CH:19]=[CH:18][C:17]([CH2:20]/[C:21](=[N:24]\[C:25](=O)[O:26]C4C=CC=CC=4)/[NH:22][OH:23])=[CH:16][CH:15]=3)[C:10]([CH2:34][CH3:35])=[C:9]([CH3:36])[N:8]=2)=[CH:4][CH:3]=1>C1(C)C=CC=CC=1>[Cl:1][C:2]1[S:6][C:5]([C:7]2[N:12]=[C:11]([NH:13][C:14]3[CH:15]=[CH:16][C:17]([CH2:20][C:21]4[NH:24][C:25](=[O:26])[O:23][N:22]=4)=[CH:18][CH:19]=3)[C:10]([CH2:34][CH3:35])=[C:9]([CH3:36])[N:8]=2)=[CH:4][CH:3]=1. Procedure: A 50-mL round bottomed flask was charged with Phenyl (NE)-N-[2-[4-[[2-(5-chloro-2-thienyl)-5-ethyl-6-methyl-pyrimidin-4-yl]amino]phenyl]-1-(hydroxyamino)ethylidene)carbamate (80 mg, 0.15 mmol) and toluene (10 ml). The mixture was stirred under reflux overnight. After cooling to room temperature, the volatile material was removed under reduced pressure and the residue was purified by chromatography on silica gel using 1˜2% methanol in dichloromethane as eluent to give the title compound as a whit... Starting materials: CS(C)=O, CCN(C(C)C)C(C)C, CC(C)N1CCC(c2nc3cc(-c4ccc(Cl)cc4Cl)nc(Cl)n3n2)CC1, Cl, Cl, CCC(=O)c1ccc(NCCN)nc1N. Yields the product CCC(=O)c1ccc(NCCNc2nc(-c3ccc(Cl)cc3Cl)cc3nc(C4CCN(C(C)C)CC4)nn23)nc1N. As a reaction SMILES: [CH3:54][S:55]([CH3:56])=[O:57].[CH:45]([N:46]([CH2:47][CH3:48])[CH:49]([CH3:50])[CH3:51])([CH3:52])[CH3:53].[Cl:2][c:3]1[n:4][c:5](-[c:21]2[c:22]([Cl:28])[cH:23][c:24]([Cl:27])[cH:25][cH:26]2)[cH:6][c:7]2[n:8]1[n:9][c:10]([CH:12]1[CH2:13][CH2:14][N:15]([CH:18]([CH3:19])[CH3:20])[CH2:16][CH2:17]1)[n:11]2.[ClH:1].[ClH:29].[NH2:30][c:31]1[n:32][c:33]([NH:41][CH2:42][CH2:43][NH2:44])[cH:34][cH:35][c:36]1[C:37]([CH2:38][CH3:39])=[O:40]>>[c:3]1([NH:44][CH2:43][CH2:42][NH:41][c:33]2[n:32][c:31]([NH2:30])[c:36]([C:37]([CH2:38][CH3:39])=[O:40])[cH:35][cH:34]2)[n:4][c:5](-[c:21]2[c:22]([Cl:28])[cH:23][c:24]([Cl:27])[cH:25][cH:26]2)[cH:6][c:7]2[n:8]1[n:9][c:10]([CH:12]1[CH2:13][CH2:14][N:15]([CH:18]([CH3:19])[CH3:20])[CH2:16][CH2:17]1)[n:11]2. Reactants: C(OCC)(OCC)OCC (triethyl orthoformate), C(C)O (ethanol), ClCCCCCCCCC=O (9-chloro-nonaldehyde), C([O-])([O-])=O.[Na+].[Na+] (sodium carbonate). Reagents/catalysts: S(O)(O)(=O)=O (sulphuric acid). The solvent is C(C)OCC (diethyl ether). Reaction conditions: time 10 minute. The product is C(C)OC(CCCCCCCCCl)OCC (1,1-diethoxy-9-chloro nonane). Isolated yield 78.1%. As a reaction SMILES: [Cl:1][CH2:2][CH2:3][CH2:4][CH2:5][CH2:6][CH2:7][CH2:8][CH2:9]C=O.[CH:12]([O:19][CH2:20][CH3:21])([O:16][CH2:17][CH3:18])OCC.C(O)C.C(=O)([O-])[O-].[Na+].[Na+]>S(=O)(=O)(O)O.C(OCC)C>[CH2:20]([O:19][CH:12]([O:16][CH2:17][CH3:18])[CH2:9][CH2:8][CH2:7][CH2:6][CH2:5][CH2:4][CH2:3][CH2:2][Cl:1])[CH3:21] |f:3.4.5|. Reported procedure: 12.0 gms of 9-chloro-nonaldehyde was heated at reflux with 20 gms of triethyl orthoformate, 9 gms anhydrous ethanol and one drop of concentrated sulphuric acid for one hour. The reaction was cooled, 10 gms of sodium carbonate was added and the mixture stirred 10 minutes. The mixture was diluted with 100 mls of diethyl ether and extracted twice with 50 mls of saline solution. The organic layer was dried over sodium sulphate, concentrated on rotary evaporator and distilled. The major fraction dist... The reactants are CCOC(C)=O, CN1CCN(C)C1=O, CCN(C(C)C)C(C)C, CCOC(=O)c1cnc(Cl)c(Cl)c1, CC(C)(C)OC(=O)N1CCCC(N)C1, O. Yields the product CCOC(=O)c1cnc(NC2CCCN(C(=O)OC(C)(C)C)C2)c(Cl)c1. Reaction SMILES: [CH3:37][CH2:38][O:39][C:40]([CH3:41])=[O:42].[CH3:43][N:44]1[CH2:45][CH2:46][N:47]([CH3:48])[C:49]1=[O:50].[CH:14]([N:15]([CH2:16][CH3:17])[CH:18]([CH3:19])[CH3:20])([CH3:21])[CH3:22].[Cl:1][c:2]1[c:3]([Cl:13])[n:4][cH:5][c:6]([C:7](=[O:8])[O:9][CH2:10][CH3:11])[cH:12]1.[NH2:23][CH:24]1[CH2:25][N:26]([C:30](=[O:31])[O:32][C:33]([CH3:34])([CH3:35])[CH3:36])[CH2:27][CH2:28][CH2:29]1.[OH2:51]>>[Cl:1][c:2]1[c:3]([NH:23][CH:24]2[CH2:25][N:26]([C:30](=[O:31])[O:32][C:33]([CH3:34])([CH3:35])[CH3:36])[CH2:27][CH2:28][CH2:29]2)[n:4][cH:5][c:6]([C:7](=[O:8])[O:9][CH2:10][CH3:11])[cH:12]1. Starting materials: O.O.C1(O)=CC(O)=CC(O)=C1 (phloroglucinol dihydrate), C(C1=CC=CC=C1)C(C(=O)OCC)C(=O)C (ethyl 2-benzylacetoacetate), Cl (HCl). Run in C(C)O (ethanol). Product: C(C1=CC=CC=C1)C=1C(OC2=C(C1C)C(=CC(=C2)O)O)=O (3-Benzyl-5,7-dihydroxy-4-methyl-2H-1-benzopyran-2-one). As a reaction SMILES: O.O.[C:3]1([CH:11]=[C:9]([OH:10])[CH:8]=[C:6]([OH:7])[CH:5]=1)[OH:4].[CH2:12]([CH:19]([C:25]([CH3:27])=O)[C:20](OCC)=[O:21])[C:13]1[CH:18]=[CH:17][CH:16]=[CH:15][CH:14]=1.Cl>C(O)C>[CH2:12]([C:19]1[C:20](=[O:21])[O:4][C:3]2[CH:11]=[C:9]([OH:10])[CH:8]=[C:6]([OH:7])[C:5]=2[C:25]=1[CH3:27])[C:13]1[CH:18]=[CH:17][CH:16]=[CH:15][CH:14]=1 |f:0.1.2|. Procedure details: A solution of phloroglucinol dihydrate (20 g) and ethyl 2-benzylacetoacetate (27.5 ml) in ethanol (320 ml) was treated with dry HCl at 0° C. for five hours and the solution was kept at that temperature overnight. The yellow solution was concentrated and triturated with water, the solids filtered, washed with water and dried. The resulting hydrate was thrice evaporated to dryness from toluene, triturated with petroleum ether (bp. 40-60° C.) and filtered. Yield 33,4 g (96%). Melting point 258-260°...